This data is from the Open Reaction Database (ORD), a public repository of structured organic reaction records. The task is: describe an organic reaction: reactants, conditions, products, and yield Reactants: CCOC(=O)c1cnc(SC)nc1OCC[Si](C)(C)C, CCO, Cl, [Na+], [OH-], O. Yields the product CSc1ncc(C(=O)O)c(OCC[Si](C)(C)C)n1. As a reaction SMILES: [CH3:1][S:2][c:3]1[n:4][cH:5][c:6]([C:16](=[O:17])[O:18][CH2:19][CH3:20])[c:7]([O:9][CH2:10][CH2:11][Si:12]([CH3:13])([CH3:14])[CH3:15])[n:8]1.[CH3:25][CH2:26][OH:27].[ClH:24].[Na+:22].[OH-:21].[OH2:23]>>[CH3:1][S:2][c:3]1[n:4][cH:5][c:6]([C:16](=[O:17])[OH:18])[c:7]([O:9][CH2:10][CH2:11][Si:12]([CH3:13])([CH3:14])[CH3:15])[n:8]1.